Dataset: the Open Reaction Database (ORD), a public repository of structured organic reaction records. Task: describe an organic reaction: reactants, conditions, products, and yield The reactants are O(C1=CC=CC=C1)CCCCBr (4-phenoxybutyl bromide), C(=O)N1CCNCC1 (1-formylpiperazine). Solvent: CC(C)O (2-propanol). The product is O(C1=CC=CC=C1)CCCCN1CCNCC1 (1-(4-phenoxybutyl)piperazine). The yield is 71.3%. Reaction SMILES: [O:1]([CH2:8][CH2:9][CH2:10][CH2:11]Br)[C:2]1[CH:7]=[CH:6][CH:5]=[CH:4][CH:3]=1.C([N:15]1[CH2:20][CH2:19][NH:18][CH2:17][CH2:16]1)=O>CC(O)C>[O:1]([CH2:8][CH2:9][CH2:10][CH2:11][N:15]1[CH2:20][CH2:19][NH:18][CH2:17][CH2:16]1)[C:2]1[CH:7]=[CH:6][CH:5]=[CH:4][CH:3]=1. Procedure details: A mixture of 45.8 g (0.2 moles) of 4-phenoxybutyl bromide and 45.6 g (0.4 moles) of 1-formylpiperazine in 500 ml of 2-propanol was heated at reflux for 18 hours. The mixture was cooled and filtered. The filter was washed with 2-propanol and the filtrate was evaporated to a paste in vacuo. Water was added and the mixture was extracted three times with 200 ml portions of chloroform. The extracts were combined and evaporated to dryness. Then 250 ml of 5N sodium hydroxide was added to the residue. T... Starting materials: [Al+3], CC(=O)OC(C)=O, [Cl-], [Cl-], [Cl-], ClCCCl, CC(Cl)Cl, COC(=O)c1cccc(-n2cccc2)c1. Yields the product COC(=O)c1cccc(-n2cccc2C(C)=O)c1. As a reaction SMILES: [Al+3:9].[CH3:1][C:2](=[O:3])[O:4][C:5](=[O:6])[CH3:7].[Cl-:10].[Cl-:11].[Cl-:8].[Cl:12][CH2:13][CH2:14][Cl:15].[Cl:31][CH:32]([Cl:33])[CH3:34].[n:16]1(-[c:21]2[cH:22][c:23]([C:24](=[O:25])[O:26][CH3:27])[cH:28][cH:29][cH:30]2)[cH:17][cH:18][cH:19][cH:20]1>>[CH3:1][C:2](=[O:3])[c:20]1[n:16](-[c:21]2[cH:22][c:23]([C:24](=[O:25])[O:26][CH3:27])[cH:28][cH:29][cH:30]2)[cH:17][cH:18][cH:19]1.